Dataset: the Open Reaction Database (ORD), a public repository of structured organic reaction records. Task: describe an organic reaction: reactants, conditions, products, and yield Starting materials: C(C)(C)C1=CC=NC=C1 (4-isopropylpyridine), BrCC(=O)C1=CC=C(C=C1)Cl (2-bromo-4′-chloro-acetophenone). Run in C(C)#N (acetonitrile). Run at temperature 23 celsius, time 8 hour. Yields the product [Br-].ClC1=CC=C(C=C1)C(C[N+]1=CC=C(C=C1)C(C)C)=O (1-[2-(4-chlorophenyl)-2-oxoethyl]-4-(propan-2-yl)pyridinium Bromide). The yield is 77.9%. Reaction SMILES: [CH:1]([C:4]1[CH:9]=[CH:8][N:7]=[CH:6][CH:5]=1)([CH3:3])[CH3:2].[Br:10][CH2:11][C:12]([C:14]1[CH:19]=[CH:18][C:17]([Cl:20])=[CH:16][CH:15]=1)=[O:13]>C(#N)C>[Br-:10].[Cl:20][C:17]1[CH:18]=[CH:19][C:14]([C:12](=[O:13])[CH2:11][N+:7]2[CH:8]=[CH:9][C:4]([CH:1]([CH3:3])[CH3:2])=[CH:5][CH:6]=2)=[CH:15][CH:16]=1 |f:3.4|. Procedure: To a solution of 4-isopropylpyridine (3.12 g, 25.7 mmol) in acetonitrile (25 mL) is added 2-bromo-4′-chloro-acetophenone (6.01 g, 25.7 mmol). The mixture is stirred at 23° C. overnight then the resulting precipitate is filtered, collected, and dried to afford the title intermediate (7.10 g, 78%). Starting materials: O, O=C(O)c1cc(=O)[nH]c(=O)[nH]1, O=S(Br)Br. Yields the product O=C(Br)c1cc(=O)[nH]c(=O)[nH]1. Reaction SMILES: [OH2:16].[OH:5][C:6](=[O:7])[c:8]1[cH:9][c:10](=[O:11])[nH:12][c:13](=[O:14])[nH:15]1.[S:1]([Br:2])([Br:3])=[O:4]>>[Br:3][C:6](=[O:5])[c:8]1[cH:9][c:10](=[O:11])[nH:12][c:13](=[O:14])[nH:15]1. Starting materials: C(C1=CC=CC=C1)[C@@H]1N(CC[C@H](C1)NCC1=CC=NC2=CC=CC=C12)C(C1=CC(=CC(=C1)Cl)Cl)=O ((2S*,4R*)-2-benzyl-1-(3,5-dichlorobenzoyl)-N-(4-quinolylmethyl)-4-piperidinamine), C1(CCCCC1)N=C=O (cyclohexyl isocyanate). Yields the product C(C1=CC=CC=C1)[C@H]1N(CC[C@@H](C1)N(C(NC1CCCCC1)=O)CC1=CC=NC2=CC=CC=C12)C(C1=CC(=CC(=C1)Cl)Cl)=O ((2R*,4S*)-2-benzyl-1-(3,5 -dichlorobenzoyl)-N-(4-quinolylmethyl)-N-cyclohexylcarbamoy-4-piperidinamine), crystals. The yield is 66.0%. As a reaction SMILES: [CH2:1]([C@H:8]1[CH2:13][C@H:12]([NH:14][CH2:15][C:16]2[C:25]3[C:20](=[CH:21][CH:22]=[CH:23][CH:24]=3)[N:19]=[CH:18][CH:17]=2)[CH2:11][CH2:10][N:9]1[C:26](=[O:35])[C:27]1[CH:32]=[C:31]([Cl:33])[CH:30]=[C:29]([Cl:34])[CH:28]=1)[C:2]1[CH:7]=[CH:6][CH:5]=[CH:4][CH:3]=1.[CH:36]1([N:42]=[C:43]=[O:44])[CH2:41][CH2:40][CH2:39][CH2:38][CH2:37]1>>[CH2:1]([C@@H:8]1[CH2:13][C@@H:12]([N:14]([CH2:15][C:16]2[C:25]3[C:20](=[CH:21][CH:22]=[CH:23][CH:24]=3)[N:19]=[CH:18][CH:17]=2)[C:43](=[O:44])[NH:42][CH:36]2[CH2:41][CH2:40][CH2:39][CH2:38][CH2:37]2)[CH2:11][CH2:10][N:9]1[C:26](=[O:35])[C:27]1[CH:28]=[C:29]([Cl:34])[CH:30]=[C:31]([Cl:33])[CH:32]=1)[C:2]1[CH:7]=[CH:6][CH:5]=[CH:4][CH:3]=1. Reported procedure: 200 mg (0.396 mmol) of (2S*,4R*)-2-benzyl-1-(3,5-dichlorobenzoyl)-N-(4-quinolylmethyl)-4-piperidinamine are reacted with 66 μl (0.515 mmol) of cyclohexyl isocyanate in analogy to Example 16a. The title compound ##STR79## is obtained as white crystals (165 mg, 66%) of melting point 229° C. (decomposition). TLC:methylene chloride/methanol/conc. ammonia (700:50: 1) Rf =0.44, FD-MS:M+ =628, 630. Conditions: time 2 hour. Reported procedure: A mixture of 16.2 g of magnesium turnings, 67.5 g of anhydrous ethanol and 5 ml of carbon tetrachloride was allowed to react on standing for several minutes. After the exothermic reaction had subsided, 500 ml of anhydrous toluene was slowly added under stirring, and the resulting mixture was stirred at 35°-40° C for an additional 2 hours. To the resulting mixture, a solution of α-acetyl-γ-butyro lactone (170.8 g) in anhydrous toluene (200 ml) was added thereto dropwise under cooling below 10° C,... The yield is 85.0%. As a reaction SMILES: [Mg].[C:2]([CH:5]1[CH2:10][CH2:9][O:8][C:6]1=[O:7])(=[O:4])[CH3:3].[N+:11]([C:14]1C=[CH:21][CH:20]=[CH:19][C:15]=1C(Cl)=O)([O-:13])=[O:12].S(=O)(=O)(O)O>C1(C)C=CC=CC=1.C(Cl)(Cl)(Cl)Cl.C(O)C>[N+:11]([C:14]1[CH:15]=[CH:19][CH:20]=[CH:21][C:3]=1[C:2]([CH:5]1[CH2:10][CH2:9][O:8][C:6]1=[O:7])=[O:4])([O-:13])=[O:12]. The solvent is C(Cl)(Cl)(Cl)Cl (carbon tetrachloride), C(C)O (ethanol), C1(=CC=CC=C1)C (toluene), C1(=CC=CC=C1)C (toluene), C1(=CC=CC=C1)C (toluene). Product: [N+](=O)([O-])C1=C(C(=O)C2C(=O)OCC2)C=CC=C1 (α-(2-nitrobenzoyl)-γ-butyrolactone). Starting materials: [Mg] (magnesium), C(C)(=O)C1C(=O)OCC1 (α-acetyl-γ-butyro lactone), [N+](=O)([O-])C1=C(C(=O)Cl)C=CC=C1 (o-nitrobenzoyl chloride), corresponding acid, resultant mixture, S(O)(O)(=O)=O (sulfuric acid). The reactants are hydrochloride salt, CC1=CC=C(C=C1)S(=O)(=O)OCC1OC2=C(C1)C=CC=C2C2=C(C=CC(=C2)C)C ((±)-[7-(2,5-dimethylphenyl)-2,3-dihydro-1-benzofuran-2-yl]methyl 4-methylbenzenesulfonate), CN (methylamine). The product is CNCC1OC2=C(C1)C=CC=C2C2=C(C=CC(=C2)C)C (N-methyl-1-[7-(2,5-dimethylphenyl)-2,3-dihydro-1-benzofuran-2-yl]methanamine). Reaction SMILES: CC1C=CC(S(O[CH2:12][CH:13]2[CH2:17][C:16]3[CH:18]=[CH:19][CH:20]=[C:21]([C:22]4[CH:27]=[C:26]([CH3:28])[CH:25]=[CH:24][C:23]=4[CH3:29])[C:15]=3[O:14]2)(=O)=O)=CC=1.[CH3:30][NH2:31]>>[CH3:30][NH:31][CH2:12][CH:13]1[CH2:17][C:16]2[CH:18]=[CH:19][CH:20]=[C:21]([C:22]3[CH:27]=[C:26]([CH3:28])[CH:25]=[CH:24][C:23]=3[CH3:29])[C:15]=2[O:14]1. Procedure: The title compound was prepared (0.091 g, 65%) following the general procedure of Example 390 as a white solid, hydrochloride salt from (±)-[7-(2,5-dimethylphenyl)-2,3-dihydro-1-benzofuran-2-yl]methyl 4-methylbenzenesulfonate (0.091 g, 0.22 mmol) and methylamine (0.069 g, 2.22 mmol). mp 186-189° C.